From a dataset of the Open Reaction Database (ORD), a public repository of structured organic reaction records. describe an organic reaction: reactants, conditions, products, and yield The reactants are azides, ClCCCS(=O)(=O)OCC([C@H](C(=O)OCC(C)C)OCC1=CC=CC=C1)(C)C (2-Methylpropyl (2R)-4-[(3-chloropropyl)sulfonyloxy]-3,3-dimethyl-2-(phenylmethoxy)butanoate), [N-]=[N+]=[N-].[Na+] (sodium azide). Solvent: CS(=O)C (dimethyl sulfoxide). The product is N(=[N+]=[N-])CCCS(=O)(=O)OCC([C@H](C(=O)OCC(C)C)OCC1=CC=CC=C1)(C)C (2-Methylpropyl (2R)-4-[(3-azidopropyl)sulfonyloxy]-3,3-dimethyl-2-(phenylmethoxy)butanoate). Reaction SMILES: Cl[CH2:2][CH2:3][CH2:4][S:5]([O:8][CH2:9][C:10]([CH3:28])([CH3:27])[C@@H:11]([O:19][CH2:20][C:21]1[CH:26]=[CH:25][CH:24]=[CH:23][CH:22]=1)[C:12]([O:14][CH2:15][CH:16]([CH3:18])[CH3:17])=[O:13])(=[O:7])=[O:6].[N-:29]=[N+:30]=[N-:31].[Na+]>CS(C)=O>[N:29]([CH2:2][CH2:3][CH2:4][S:5]([O:8][CH2:9][C:10]([CH3:28])([CH3:27])[C@@H:11]([O:19][CH2:20][C:21]1[CH:26]=[CH:25][CH:24]=[CH:23][CH:22]=1)[C:12]([O:14][CH2:15][CH:16]([CH3:18])[CH3:17])=[O:13])(=[O:7])=[O:6])=[N+:30]=[N-:31] |f:1.2|. Procedure details: Following the general procedure for the preparation of azides of Description 16, 2-methylpropyl (2R)-4-[(3-chloropropyl)sulfonyloxy]-3,3-dimethyl-2-(phenylmethoxy)butanoate (30a) (0.63 g, 1.5 mmol) dissolved in 5 mL of anhydrous dimethyl sulfoxide (DMSO) was reacted with 0.22 g (3.0 mmol) of sodium azide (NaN3). After work-up, the crude material (30b) was used in the next step without further purification. MS (ESI) m/z 463.90 (M+Na)+. The reactants are CS(C)=O, [Cu]I, O=c1ccccn1-c1ccc(I)cn1, [K+], [K+], O=C([O-])[O-], Oc1cccc2cccnc12, O=C(NCc1c[nH]cn1)c1ccc(Cl)s1. Yields the product O=C(NCc1cn(-c2ccc(-n3ccccc3=O)nc2)cn1)c1ccc(Cl)s1. Reaction SMILES: [CH3:47][S:48]([CH3:49])=[O:50].[Cu:51][I:52].[I:1][c:2]1[cH:3][cH:4][c:5](-[n:8]2[c:9](=[O:14])[cH:10][cH:11][cH:12][cH:13]2)[n:6][cH:7]1.[K+:41].[K+:42].[O-:43][C:44]([O-:45])=[O:46].[OH:30][c:31]1[cH:32][cH:33][cH:34][c:35]2[c:36]1[n:37][cH:38][cH:39][cH:40]2.[nH:15]1[cH:16][n:17][c:18]([CH2:20][NH:21][C:22](=[O:23])[c:24]2[s:25][c:26]([Cl:29])[cH:27][cH:28]2)[cH:19]1>>[c:2]1(-[n:15]2[cH:16][n:17][c:18]([CH2:20][NH:21][C:22](=[O:23])[c:24]3[s:25][c:26]([Cl:29])[cH:27][cH:28]3)[cH:19]2)[cH:3][cH:4][c:5](-[n:8]2[c:9](=[O:14])[cH:10][cH:11][cH:12][cH:13]2)[n:6][cH:7]1. The reactants are C1(CCC1)N1CCC(CC1)OC1=CC=C(C=C1)C1(CCOCC1)CN (1-(4-{4-[(1-cyclobutylpiperidin-4-yl)oxy]phenyl}tetrahydro-2H-pyran-4-yl)methanamine), ClC1=NC=CC=N1 (2-chloropyrimidine). Product: C1(CCC1)N1CCC(CC1)OC1=CC=C(C=C1)C1(CCOCC1)CNC1=NC=CC=N1 (N-[(4-{4-[(1-cyclobutylpiperidin-4-yl)oxy]phenyl}tetrahydro-2H-pyran-4-yl)methyl]pyrimidin-2-amine). Yield: 25.0%. Reaction SMILES: [CH:1]1([N:5]2[CH2:10][CH2:9][CH:8]([O:11][C:12]3[CH:17]=[CH:16][C:15]([C:18]4([CH2:24][NH2:25])[CH2:23][CH2:22][O:21][CH2:20][CH2:19]4)=[CH:14][CH:13]=3)[CH2:7][CH2:6]2)[CH2:4][CH2:3][CH2:2]1.Cl[C:27]1[N:32]=[CH:31][CH:30]=[CH:29][N:28]=1>>[CH:1]1([N:5]2[CH2:10][CH2:9][CH:8]([O:11][C:12]3[CH:17]=[CH:16][C:15]([C:18]4([CH2:24][NH:25][C:27]5[N:32]=[CH:31][CH:30]=[CH:29][N:28]=5)[CH2:19][CH2:20][O:21][CH2:22][CH2:23]4)=[CH:14][CH:13]=3)[CH2:7][CH2:6]2)[CH2:4][CH2:3][CH2:2]1. Procedure details: The title compound (31 mg, 25%) was prepared from 1-(4-{4-[(1-cyclobutylpiperidin-4-yl)oxy]phenyl}tetrahydro-2H-pyran-4-yl)methanamine and 2-chloropyrimidine similarly to the procedure used for example 145. 1H NMR (400 MHz, CDCl3) δ 1.66-1.73 (m, 2H), 1.83-1.95 (m, 6H), 1.98-2.15 (m, 8H), 2.60-2.66 (m, 2H), 2.75 (m, 1H), 3.57-3.62 (m, 2H), 3.66 (d, 2H), 3.81-3.85 (m, 2H), 4.31 (m, 1H), 4.68 (t, 1H), 6.47 (t, 1H), 6.90 (d, 2H), 7.23 (d, 2H), 8.20 (d, 2H). LRMS APCI+ m/z 423 [MH]+. The reactants are O=C([O-])[O-], CN(C)CCCl, Cl, Cl, [K+], [K+], Nc1cccc(C(=O)NCC23CC4CC(CC(C4)C2)C3)c1Cl, O. The product is CN(C)CCNc1cccc(C(=O)NCC23CC4CC(CC(C4)C2)C3)c1Cl. RXN SMILES: [C:23](=[O:24])([O-:25])[O-:26].[Cl:30][CH2:31][CH2:32][N:33]([CH3:34])[CH3:35].[ClH:29].[ClH:36].[K+:27].[K+:28].[NH2:1][c:2]1[c:3]([Cl:22])[c:4]([C:5](=[O:6])[NH:7][CH2:8][C:9]23[CH2:10][CH:11]4[CH2:12][CH:13]([CH2:14][CH:15]([CH2:16]2)[CH2:17]4)[CH2:18]3)[cH:19][cH:20][cH:21]1.[OH2:37]>>[NH:1]([c:2]1[c:3]([Cl:22])[c:4]([C:5](=[O:6])[NH:7][CH2:8][C:9]23[CH2:10][CH:11]4[CH2:12][CH:13]([CH2:14][CH:15]([CH2:16]2)[CH2:17]4)[CH2:18]3)[cH:19][cH:20][cH:21]1)[CH2:31][CH2:32][N:33]([CH3:34])[CH3:35].